Dataset: the Open Reaction Database (ORD), a public repository of structured organic reaction records. Task: describe an organic reaction: reactants, conditions, products, and yield The reactants are C(C1=CC=CC=C1)=O (benzaldehyde), C[Si](C#N)(C)C (trimethylsilanecarbonitrile), NC(C(C)N1N=CN(C1=O)C1=CC=C(C=C1)N1CCN(CC1)C1=CC=C(C=C1)OCC1OC(OC1)(CN1N=CN=C1)C1=C(C=C(C=C1)F)F)C (2-(2-amino-1-methylpropyl)-4-[4-[4-[4-[[2-(2,4-difluorophenyl)-2-(1H-1,2,4-triazol-1-ylmethyl)-1,3-dioxolan-4-yl]methoxy]phenyl]-1-piperazinyl]-phenyl]-2,4-dihydro-3H-1,2,4-triazol-3-one). Run in C(Cl)Cl (CH2Cl2). Conditions: time 20 minute. Yields the product FC1=C(C=CC(=C1)F)C1(OCC(O1)COC1=CC=C(C=C1)N1CCN(CC1)C1=CC=C(C=C1)N1C=NN(C1=O)C(C(C)NC(C#N)C1=CC=CC=C1)C)CN1N=CN=C1 (α-[[2-[4-[4-[4-[4-[[2-(2,4-difluorophenyl)-2-(1H-1,2,4-triazol-1-ylmethyl)-1,3-dioxolan-4-yl]methoxy]phenyl]-1-piperazinyl]phenyl]-4,5-dihydro-5-oxo-1H-1,2,4-triazol-1-yl]-1-methylpropyl]amino]benzeneacetonitrile). RXN SMILES: [CH:1](=O)[C:2]1[CH:7]=[CH:6][CH:5]=[CH:4][CH:3]=1.C[Si](C)(C)[C:11]#[N:12].[NH2:15][CH:16]([CH3:64])[CH:17]([N:19]1[C:23](=[O:24])[N:22]([C:25]2[CH:30]=[CH:29][C:28]([N:31]3[CH2:36][CH2:35][N:34]([C:37]4[CH:42]=[CH:41][C:40]([O:43][CH2:44][CH:45]5[CH2:49][O:48][C:47]([C:56]6[CH:61]=[CH:60][C:59]([F:62])=[CH:58][C:57]=6[F:63])([CH2:50][N:51]6[CH:55]=[N:54][CH:53]=[N:52]6)[O:46]5)=[CH:39][CH:38]=4)[CH2:33][CH2:32]3)=[CH:27][CH:26]=2)[CH:21]=[N:20]1)[CH3:18]>C(Cl)Cl>[F:63][C:57]1[CH:58]=[C:59]([F:62])[CH:60]=[CH:61][C:56]=1[C:47]1([CH2:50][N:51]2[CH:55]=[N:54][CH:53]=[N:52]2)[O:46][CH:45]([CH2:44][O:43][C:40]2[CH:39]=[CH:38][C:37]([N:34]3[CH2:33][CH2:32][N:31]([C:28]4[CH:27]=[CH:26][C:25]([N:22]5[C:23](=[O:24])[N:19]([CH:17]([CH3:18])[CH:16]([NH:15][CH:1]([C:2]6[CH:7]=[CH:6][CH:5]=[CH:4][CH:3]=6)[C:11]#[N:12])[CH3:64])[N:20]=[CH:21]5)=[CH:30][CH:29]=4)[CH2:36][CH2:35]3)=[CH:42][CH:41]=2)[CH2:49][O:48]1. Procedure details: A mixture of benzaldehyde (0.0094 mol) and trimethylsilanecarbonitrile (0.01 mol) in CH2Cl2 (50 ml) was stirred for 20 minutes. Compound 37 (0.0022 mol) was added. The mixture was stirred overnight. The solvent was evaporated, yielding 2 g of [2S-[2α,4α(S*,R*)]]-α-[[2-[4-[4-[4-[4-[[2-(2,4-difluorophenyl)-2-(1H-1,2,4-triazol-1-ylmethyl)-1,3-dioxolan-4-yl]methoxy]phenyl]-1-piperazinyl]phenyl]-4,5-dihydro-5-oxo-1H-1,2,4-triazol-1-yl]-1-methylpropyl]amino]benzeneacetonitrile (compound 122).